This data is from the Open Reaction Database (ORD), a public repository of structured organic reaction records. The task is: describe an organic reaction: reactants, conditions, products, and yield The reactants are CO, Cl, N#Cc1cc(Cc2ccc(Nc3cc(-c4ccccc4)nc(N)n3)cc2)ccn1. As a reaction SMILES: [CH3:30][OH:31].[ClH:32].[NH2:1][c:2]1[n:3][c:4](-[c:24]2[cH:25][cH:26][cH:27][cH:28][cH:29]2)[cH:5][c:6]([NH:8][c:9]2[cH:10][cH:11][c:12]([CH2:13][c:14]3[cH:15][c:16]([C:20]#[N:21])[n:17][cH:18][cH:19]3)[cH:22][cH:23]2)[n:7]1>>[NH2:1][c:2]1[n:3][c:4](-[c:24]2[cH:25][cH:26][cH:27][cH:28][cH:29]2)[cH:5][c:6]([NH:8][c:9]2[cH:10][cH:11][c:12]([CH2:13][c:14]3[cH:15][c:16]([CH2:20][NH2:21])[n:17][cH:18][cH:19]3)[cH:22][cH:23]2)[n:7]1. Yields the product NCc1cc(Cc2ccc(Nc3cc(-c4ccccc4)nc(N)n3)cc2)ccn1. Starting materials: Brc1cnc(OC2CN3CCC2CC3)nc1, OB(O)c1ccc2[nH]ccc2c1. Product: c1cc2cc(-c3cnc(OC4CN5CCC4CC5)nc3)ccc2[nH]1. Reaction SMILES: [Br:1][c:2]1[cH:3][n:4][c:5]([O:8][CH:9]2[CH2:10][N:11]3[CH2:12][CH2:13][CH:14]2[CH2:15][CH2:16]3)[n:6][cH:7]1.[nH:17]1[cH:18][cH:19][c:20]2[cH:21][c:22]([B:26]([OH:27])[OH:28])[cH:23][cH:24][c:25]12>>[c:2]1(-[c:22]2[cH:21][c:20]3[cH:19][cH:18][nH:17][c:25]3[cH:24][cH:23]2)[cH:3][n:4][c:5]([O:8][CH:9]2[CH2:10][N:11]3[CH2:12][CH2:13][CH:14]2[CH2:15][CH2:16]3)[n:6][cH:7]1. Reactants: C(C=C)OC=1C=C(OC2=CC=C(CNC3=C(C(=CC=C3)[N+](=O)[O-])C)C=C2)C=C(C1)C (N-{4-[3-(allyloxy)-5-methylphenoxy]benzyl}-N-(2-methyl-3-nitrophenyl)amine), FC1=C(CBr)C=CC(=C1)F (2,4-difluorobenzyl bromide). The product is C(C=C)OC=1C=C(OC2=CC=C(CN(C3=C(C(=CC=C3)[N+](=O)[O-])C)CC3=C(C=C(C=C3)F)F)C=C2)C=C(C1)C (N-{4-[3-(allyloxy)-5-methylphenoxy]benzyl}-N-(2,4-difluorobenzyl)-N-(2-methyl-3-nitrophenyl)amine). Reaction SMILES: [CH2:1]([O:4][C:5]1[CH:6]=[C:7]([CH:27]=[C:28]([CH3:30])[CH:29]=1)[O:8][C:9]1[CH:26]=[CH:25][C:12]([CH2:13][NH:14][C:15]2[CH:20]=[CH:19][CH:18]=[C:17]([N+:21]([O-:23])=[O:22])[C:16]=2[CH3:24])=[CH:11][CH:10]=1)[CH:2]=[CH2:3].[F:31][C:32]1[CH:39]=[C:38]([F:40])[CH:37]=[CH:36][C:33]=1[CH2:34]Br>>[CH2:1]([O:4][C:5]1[CH:6]=[C:7]([CH:27]=[C:28]([CH3:30])[CH:29]=1)[O:8][C:9]1[CH:26]=[CH:25][C:12]([CH2:13][N:14]([CH2:34][C:33]2[CH:36]=[CH:37][C:38]([F:40])=[CH:39][C:32]=2[F:31])[C:15]2[CH:20]=[CH:19][CH:18]=[C:17]([N+:21]([O-:23])=[O:22])[C:16]=2[CH3:24])=[CH:11][CH:10]=1)[CH:2]=[CH2:3]. Reported procedure: The product from Example 89C and 2,4-difluorobenzyl bromide were processed as described in Example 6B to provide the title compound. Reactants: [H-].[Na+] (Sodium hydride), O (water), C(CC)OC1=CC=C(CS)C=C1 (4-propyloxybenzyl mercaptan), ClC1=C(C(N(C(=N1)SC)CC)=O)C (6-chloro-5-methyl-2-methylthio-3-ethyl-4(3H)-pyrimidinone). Run in CN(P(N(C)C)(N(C)C)=O)C (hexamethyl phosphoric triamide). Reaction conditions: time 1 hour. Yields the product CC=1C(N(C(=NC1SCC1=CC=C(C=C1)OCCC)SC)CC)=O (5-methyl-6-(4'-propyloxybenzylthio)-2-methylthio-3-ethyl-4(3H)-pyrimidinone). The yield is 52.0%. Reaction SMILES: [H-].[Na+].[CH2:3]([O:6][C:7]1[CH:14]=[CH:13][C:10]([CH2:11][SH:12])=[CH:9][CH:8]=1)[CH2:4][CH3:5].Cl[C:16]1[N:21]=[C:20]([S:22][CH3:23])[N:19]([CH2:24][CH3:25])[C:18](=[O:26])[C:17]=1[CH3:27].O>CN(C)P(=O)(N(C)C)N(C)C>[CH3:27][C:17]1[C:18](=[O:26])[N:19]([CH2:24][CH3:25])[C:20]([S:22][CH3:23])=[N:21][C:16]=1[S:12][CH2:11][C:10]1[CH:9]=[CH:8][C:7]([O:6][CH2:3][CH2:4][CH3:5])=[CH:14][CH:13]=1 |f:0.1|. Procedure: Sodium hydride (55% in mineral oil) (0.70 g) was suspended in 20 ml of hexamethyl phosphoric triamide, and then 3.0 g of 4-propyloxybenzyl mercaptan was added thereto. The mixture was stirred for one hour at room temperature and then incorporated with 3.0 g of 6-chloro-5-methyl-2-methylthio-3-ethyl-4(3H)-pyrimidinone. After stirring at room temperature, resulting mixture was heated to 80° C. under stirring for 3 hours. The resulting solution was poured into water and then extracted with benzene.... Starting materials: COC1=CC=C2[C@@H]([C@@H](COC2=C1)C1=CC=C(C=C1)C1=CC=CC=C1)C1=CC=C(C=C1)OCCN1CCCC1 ((±)-cis-7-methoxy-3-(4-phenyl-phenyl)-4-(4-(2-pyrrolidinoethoxy)phenyl)chromane), Cl.N1=CC=CC=C1 (pyridine hydrochloride). Product: OC1=CC=C2[C@@H]([C@@H](COC2=C1)C1=CC=C(C=C1)C1=CC=CC=C1)C1=CC=C(C=C1)OCCN1CCCC1 ((±)-cis-7-Hydroxy-3-(4-phenyl-phenyl)-4-(4-(2-pyrrolidinoethoxy)phenyl)chromane). RXN SMILES: C[O:2][C:3]1[CH:12]=[C:11]2[C:6]([C@H:7]([C:25]3[CH:30]=[CH:29][C:28]([O:31][CH2:32][CH2:33][N:34]4[CH2:38][CH2:37][CH2:36][CH2:35]4)=[CH:27][CH:26]=3)[C@H:8]([C:13]3[CH:18]=[CH:17][C:16]([C:19]4[CH:24]=[CH:23][CH:22]=[CH:21][CH:20]=4)=[CH:15][CH:14]=3)[CH2:9][O:10]2)=[CH:5][CH:4]=1.Cl.N1C=CC=CC=1>>[OH:2][C:3]1[CH:12]=[C:11]2[C:6]([C@H:7]([C:25]3[CH:30]=[CH:29][C:28]([O:31][CH2:32][CH2:33][N:34]4[CH2:38][CH2:37][CH2:36][CH2:35]4)=[CH:27][CH:26]=3)[C@H:8]([C:13]3[CH:14]=[CH:15][C:16]([C:19]4[CH:24]=[CH:23][CH:22]=[CH:21][CH:20]=4)=[CH:17][CH:18]=3)[CH2:9][O:10]2)=[CH:5][CH:4]=1 |f:1.2|. Procedure: In an manner analogous to that described in step 5 for Example 10, (±)-cis-7-methoxy-3-(4-phenyl-phenyl)-4-(4-(2-pyrrolidinoethoxy)phenyl)chromane (0.202 g, 0.399 mmol) was de-methylated by heating with pyridine hydrochloride to give the title compound as an off-white solid. The reactants are C(C)OC(CN1CCC(CC1)(C1=CC=C(C=C1)C=1C=NC(=CC1)NC=1C=NC(=CC1)C(F)(F)F)O)=O ((4-Hydroxy-4-{4-[6-(6-trifluoromethyl-pyridin-3-ylamino)-pyridin-3-yl]phenyl}piperidin-1-yl)-acetic acid ethyl ester), [Li+].[OH-] (LiOH). The solvent is C1CCOC1.CO.CN(C)C=O (THF MeOH DMF). Reaction conditions: time 18 hour. Product: OC1(CCN(CC1)CC(=O)O)C1=CC=C(C=C1)C=1C=NC(=CC1)NC=1C=NC(=CC1)C(F)(F)F ((4-Hydroxy-4-{4-[6-(6-trifluoromethyl-pyridin-3-ylamino)-pyridin-3-yl]-phenyl}-piperidin-1-yl)-acetic acid). As a reaction SMILES: C([O:3][C:4](=[O:36])[CH2:5][N:6]1[CH2:11][CH2:10][C:9]([OH:35])([C:12]2[CH:17]=[CH:16][C:15]([C:18]3[CH:19]=[N:20][C:21]([NH:24][C:25]4[CH:26]=[N:27][C:28]([C:31]([F:34])([F:33])[F:32])=[CH:29][CH:30]=4)=[CH:22][CH:23]=3)=[CH:14][CH:13]=2)[CH2:8][CH2:7]1)C.[Li+].[OH-]>C1COCC1.CO.CN(C=O)C>[OH:35][C:9]1([C:12]2[CH:17]=[CH:16][C:15]([C:18]3[CH:19]=[N:20][C:21]([NH:24][C:25]4[CH:26]=[N:27][C:28]([C:31]([F:34])([F:33])[F:32])=[CH:29][CH:30]=4)=[CH:22][CH:23]=3)=[CH:14][CH:13]=2)[CH2:8][CH2:7][N:6]([CH2:5][C:4]([OH:36])=[O:3])[CH2:11][CH2:10]1 |f:1.2,3.4.5|. Procedure: (4-Hydroxy-4-{4-[6-(6-trifluoromethyl-pyridin-3-ylamino)-pyridin-3-yl]phenyl}piperidin-1-yl)-acetic acid ethyl ester (137 mg, 0.27 mmol) was dissolved in THF/MeOH/DMF (3:1:1, 5 mL) and to the solution was added aqueous LiOH (4M, 1 mL). The mixture was stirred at room temperature for 18 hours, then the reaction mixture was filtered and purified by reverse-phase preparative HPLC to give the title compound: 1H NMR (400 MHz, DMSO-d6) ppm 1.54 (qd, J=12.38, 4.29 Hz, 1 H) 1.42 (qd, J=12.51, 4.42 Hz, 1... The reactants are resultant solution, NC1=CC(=C(C(=O)O)C=C1Cl)O (4-amino-5-chloro-2-hydroxybenzoic acid), C[O-].[Na+].CO (sodium methoxide methanol), S(=O)(=O)(OC)OC (dimethyl sulfate). Solvent: O (water), CO (methanol). Conditions: time 30 minute. Yields the product NC1=CC(=C(C(=O)OC)C=C1Cl)O (4-Amino-5-chloro-2-hydroxybenzoic acid, methyl ester). Yield: 86.8%. Reaction SMILES: [NH2:1][C:2]1[C:10]([Cl:11])=[CH:9][C:5]([C:6]([OH:8])=[O:7])=[C:4]([OH:12])[CH:3]=1.C[O-].[Na+].CO.S(OC)(O[CH3:22])(=O)=O>CO.O>[NH2:1][C:2]1[C:10]([Cl:11])=[CH:9][C:5]([C:6]([O:8][CH3:22])=[O:7])=[C:4]([OH:12])[CH:3]=1 |f:1.2.3|. Reported procedure: A solution of 4-amino-5-chloro-2-hydroxybenzoic acid (1.88 g, 10 mmol) in absolute methanol (20 mL) was treated with 25% sodium methoxide/methanol (2.16 g, 10 mmol), stirred for 30 minutes, and concentrated in vacuo. The solid residue was taken up in anhydrous acetone (30 mL), treated with dimethyl sulfate (1.64 g, 13 mmol), and refluxed for 2 hours. The resultant solution was diluted with water (100 mL), and the precipitate was filtered, washed with water, and dried exhaustively in vacuo to aff...